This data is from the Open Reaction Database (ORD), a public repository of structured organic reaction records. The task is: describe an organic reaction: reactants, conditions, products, and yield Reactants: CC(CC)(C)[C@@H]1CC[C@H](CC1)OC=1C(=C2C=CC(=CC2=CC1)[C@]1(NC(OC1)=O)C)C(F)(F)F ((R)-4-{6-[trans-4-(1,1-dimethyl-propyl)-cyclohexyloxy]-5-trifluoromethyl-naphthalen-2-yl}-4-methyl-oxazolidin-2-one), O (water), C(C)O (ethanol). Run in [OH-].[Li+] (lithium hydroxide). Conditions: temperature 80 celsius. Product: white precipitate, N[C@](CO)(C)C1=CC2=CC=C(C(=C2C=C1)C(F)(F)F)O[C@@H]1CC[C@H](CC1)C(CC)(C)C ((R)-2-amino-2-{6-[trans-4-(1,1-dimethyl-propyl)-cyclohexyloxy]-5-trifluoromethyl-naphthalen-2-yl}-propan-1-ol). Yield: 90.0%. RXN SMILES: [CH3:1][C:2]([C@H:6]1[CH2:11][CH2:10][C@H:9]([O:12][C:13]2[C:14]([C:30]([F:33])([F:32])[F:31])=[C:15]3[C:20](=[CH:21][CH:22]=2)[CH:19]=[C:18]([C@:23]2([CH3:29])[CH2:27][O:26]C(=O)[NH:24]2)[CH:17]=[CH:16]3)[CH2:8][CH2:7]1)([CH3:5])[CH2:3][CH3:4].O.C(O)C>[OH-].[Li+]>[NH2:24][C@@:23]([C:18]1[CH:17]=[CH:16][C:15]2[C:20](=[CH:21][CH:22]=[C:13]([O:12][C@H:9]3[CH2:8][CH2:7][C@H:6]([C:2]([CH3:1])([CH3:5])[CH2:3][CH3:4])[CH2:11][CH2:10]3)[C:14]=2[C:30]([F:32])([F:33])[F:31])[CH:19]=1)([CH3:29])[CH2:27][OH:26] |f:3.4|. Procedure details: A mixture of (R)-4-{6-[trans-4-(1,1-dimethyl-propyl)-cyclohexyloxy]-5-trifluoromethyl-naphthalen-2-yl}-4-methyl-oxazolidin-2-one (33.00 mg, 0.07119 mmol) in 4.2 M lithium hydroxide in a mixture solvent of water (0.9 mL) and ethanol (0.9 mL) was heated at 80° C. overnight. The solution was concentrated and the residue was partitioned between methylene chloride (4 mL) and water (2 mL). The organic phase was washed with water, dried over MgSO4, filtered and concentrated to give 28 mg of white preci...